describe an organic reaction: reactants, conditions, products, and yield From a dataset of the Open Reaction Database (ORD), a public repository of structured organic reaction records. The reactants are ClC1=CC=C(C=C1)N1N=C(C=C1C1=CC=C(C=C1)C)C1(CCC2(OCCO2)CC1)O (8-(1-(4-Chlorophenyl)-5-(p-tolyl)-1H-pyrazol-3-yl)-1,4-dioxaspiro[4.5]decan-8-ol), C(O)([O-])=O.[Na+] (sodium hydrogen carbonate). The solvent is O1CCCC1 (tetrahydrofuran), Cl (hydrochloric acid). Conditions: time 15 hour. The product is OC1(CCC(CC1)=O)C1=NN(C(=C1)C1=CC=C(C=C1)C)C1=CC=C(C=C1)Cl (4-Hydroxy-4-(1-(4-chlorophenyl)-5-(p-tolyl)-1H-pyrazol-3-yl)-cyclohexan-1-one). The yield is 61.6%. RXN SMILES: [Cl:1][C:2]1[CH:7]=[CH:6][C:5]([N:8]2[C:12]([C:13]3[CH:18]=[CH:17][C:16]([CH3:19])=[CH:15][CH:14]=3)=[CH:11][C:10]([C:20]3([OH:30])[CH2:29][CH2:28][C:23]4(OCC[O:24]4)[CH2:22][CH2:21]3)=[N:9]2)=[CH:4][CH:3]=1.C(=O)([O-])O.[Na+]>O1CCCC1.Cl>[OH:30][C:20]1([C:10]2[CH:11]=[C:12]([C:13]3[CH:18]=[CH:17][C:16]([CH3:19])=[CH:15][CH:14]=3)[N:8]([C:5]3[CH:4]=[CH:3][C:2]([Cl:1])=[CH:7][CH:6]=3)[N:9]=2)[CH2:21][CH2:22][C:23](=[O:24])[CH2:28][CH2:29]1 |f:1.2|. Reported procedure: To a solution of 8-(1-(4-chlorophenyl)-5-p-tolyl-1H-pyrazol-3-yl)-1,4-dioxaspiro[4.5]decan-8-ol (Reference Example 34) (931 mg, 2.19 mmol) in tetrahydrofuran (5.5 mL), 6 M hydrochloric acid (11 mL) was added, and the obtained solution was stirred at room temperature for 15 hours. The reaction solution was basified by pouring it into saturated aqueous sodium hydrogen carbonate solution, and the resulting solution was extracted with ethyl acetate. The organic layer was washed with brine, dried ove... Starting materials: C1CC(=O)N(C1=O)OC(=O)ON2C(=O)CCC2=O (N,N′-disuccinimidyl carbonate), C(C=C)NC1=C(C(=NC=C1)Cl)N (N*4*-allyl-2-chloropyridine-3,4-diamine). Run in C(C)#N (acetonitrile), C(C)#N (acetonitrile). Product: C(C=C)N1C(NC=2C(=NC=CC21)Cl)=O (1-Allyl-4-chloro-1,3-dihydroimidazo[4,5-c]pyridin-2-one). Isolated yield 70.0%. Reaction SMILES: C1C(=O)N(OC(ON2C(=O)CCC2=O)=O)[C:3](=[O:4])C1.[CH2:19]([NH:22][C:23]1[CH:28]=[CH:27][N:26]=[C:25]([Cl:29])[C:24]=1[NH2:30])[CH:20]=[CH2:21]>C(#N)C>[CH2:19]([N:22]1[C:23]2[CH:28]=[CH:27][N:26]=[C:25]([Cl:29])[C:24]=2[NH:30][C:3]1=[O:4])[CH:20]=[CH2:21]. Procedure: A 400 ml acetonitrile solution of 4.46 g of N,N′-disuccinimidyl carbonate was added to an acetonitrile solution containing 2.88 g of N*4*-allyl-2-chloropyridine-3,4-diamine, and the mixture was heated under reflux for 70 hours. The solvent was concentrated under reduced pressure, and the residue was dissolved in a mixture consisting of 500 ml of ethyl acetate and 300 ml of water. The organic layer was washed twice with 100 ml of 1N hydrochloric acid and then with 100 ml of a saturated sodium chl...